Dataset: the Open Reaction Database (ORD), a public repository of structured organic reaction records. Task: describe an organic reaction: reactants, conditions, products, and yield Reactants: CC(C)(C)c1ccc(CCC(O)c2c[nH]cn2)cc1, CS(=O)(=O)O. The product is CC(C)(C)c1ccc2c(c1)C(c1c[nH]cn1)CC2. RXN SMILES: [C:1]([CH3:2])([CH3:3])([CH3:4])[c:5]1[cH:6][cH:7][c:8]([CH2:11][CH2:12][CH:13]([OH:14])[c:15]2[n:16][cH:17][nH:18][cH:19]2)[cH:9][cH:10]1.[CH3:20][S:21](=[O:22])(=[O:23])[OH:24]>>[C:1]([CH3:2])([CH3:3])([CH3:4])[c:5]1[cH:6][cH:7][c:8]2[c:9]([cH:10]1)[CH:13]([c:15]1[n:16][cH:17][nH:18][cH:19]1)[CH2:12][CH2:11]2. The reactants are BrC=1C2=C(C=NC1)N=C(N2CC)C=2C(=NON2)N (4-(7-Bromo-1-ethyl-1H-imidazo[4,5-c]pyridin-2-yl)furazan-3-ylamine), S(=O)([O-])S(=O)[O-].[Na+].[Na+] (sodium dithionite). Run in C(C)O (ethanol), O (water), O (water), ClCCl (dichloromethane). The product is BrC=1C(=C(C=NC1)N)NCC (5-Bromo-N4-Ethylpyridine-3,4-diamine). As a reaction SMILES: [Br:1][C:2]1[C:3]2[N:10](CC)[C:9]([C:13]3C(N)=NON=3)=[N:8][C:4]=2[CH:5]=[N:6][CH:7]=1.S(S([O-])=O)([O-])=O.[Na+].[Na+]>C(O)C.O.ClCCl>[Br:1][C:2]1[C:3]([NH:10][CH2:9][CH3:13])=[C:4]([NH2:8])[CH:5]=[N:6][CH:7]=1 |f:1.2.3|. Procedure details: A solution of the product of Step 1 (0.5 g, 2 mmol) in ethanol (8 ml)/water (10 ml) was stirred at 60° C. and sodium dithionite (2.12 g, 12.2 mmol) was added protionwise. After 10 minutes the mixture was cooled to room temperature, and diluted with water and dichloromethane. The organic phase was dried and evaporated in vacuo, the residue was used directly in the next reaction; 1H NMR (DMSO-d6) 7.76 (1H, s), 7.75 (1H, s), 5.0 (2H, br), 4.46 (1H, t, J=9.6 Hz), 3.26 (2H, m), 1.06 (3H, t, J=7.2 Hz)...